From a dataset of the Open Reaction Database (ORD), a public repository of structured organic reaction records. describe an organic reaction: reactants, conditions, products, and yield Reactants: CCOC(=O)CSc1cnc(N)s1, COc1ccc(CCCC(=O)O)cc1OC, CC1CCC(N(CCCc2cccc(Cl)c2)C(=O)Nc2ncc(SCC(=O)O)s2)CC1. Reaction SMILES: [CH2:48]([O:49][C:50](=[O:51])[CH2:52][S:53][c:54]1[s:55][c:56]([NH2:57])[n:58][cH:59]1)[CH3:60].[CH3:32][O:33][c:34]1[cH:35][c:36]([CH2:42][CH2:43][CH2:44][C:45]([OH:46])=[O:47])[cH:37][cH:38][c:39]1[O:40][CH3:41].[Cl:1][c:2]1[cH:3][c:4]([CH2:5][CH2:6][CH2:10][N:11]([C:12]([NH:13][c:14]2[s:15][c:16]([S:19][CH2:20][C:21](=[O:22])[OH:23])[cH:17][n:18]2)=[O:24])[CH:25]2[CH2:26][CH2:27][CH:28]([CH3:31])[CH2:29][CH2:30]2)[cH:7][cH:8][cH:9]1>>[CH2:10]([N:11]([C:12]([NH:13][c:14]1[s:15][c:16]([S:19][CH2:20][C:21](=[O:22])[OH:23])[cH:17][n:18]1)=[O:24])[CH:25]1[CH2:26][CH2:27][CH:28]([CH3:31])[CH2:29][CH2:30]1)[CH2:44][CH2:43][CH2:42][c:36]1[cH:35][c:34]([O:33][CH3:32])[c:39]([O:40][CH3:41])[cH:38][cH:37]1. The product is COc1ccc(CCCCN(C(=O)Nc2ncc(SCC(=O)O)s2)C2CCC(C)CC2)cc1OC. Reactants: CC(C)(C)O[K], O=Cc1cn(Cc2ccccc2)nc1OCc1ccccc1, COCCOC, CO, [Cl-], [NH4+], [C-]#[N+]CS(=O)(=O)c1ccc(C)cc1. Yields the product N#CCc1cn(Cc2ccccc2)nc1OCc1ccccc1. Reaction SMILES: [C:1]([O:2][K:3])([CH3:4])([CH3:5])[CH3:6].[CH2:20]([c:21]1[cH:22][cH:23][cH:24][cH:25][cH:26]1)[n:27]1[n:28][c:29]([O:34][CH2:35][c:36]2[cH:37][cH:38][cH:39][cH:40][cH:41]2)[c:30]([CH:32]=[O:33])[cH:31]1.[CH2:44]([CH2:45][O:46][CH3:47])[O:48][CH3:49].[CH3:50][OH:51].[Cl-:42].[NH4+:43].[c:7]1([CH3:8])[cH:9][cH:10][c:11]([S:12](=[O:14])(=[O:15])[CH2:16][N+:17]#[C-:13])[cH:18][cH:19]1>>[C:16](#[N:17])[CH2:32][c:30]1[c:29]([O:34][CH2:35][c:36]2[cH:37][cH:38][cH:39][cH:40][cH:41]2)[n:28][n:27]([CH2:20][c:21]2[cH:22][cH:23][cH:24][cH:25][cH:26]2)[cH:31]1. Product: O1C=CC=C1 (furan), S1C=CC=C1 (thiophene). RXN SMILES: N1[CH:5]=[CH:4][CH:3]=[CH:2]1.[S:6]([O-])([O-])(=O)=[O:7].[Na+].[Na+]>>[O:7]1[CH:5]=[CH:4][CH:3]=[CH:2]1.[S:6]1[CH:5]=[CH:4][CH:3]=[CH:2]1 |f:1.2.3|. Procedure details: However, at about the same time, a separate group attempted to coat stainless steel and mild steel by the electropolymerization of aniline, pyrrole, furan and thiophene. According to Troch-Nagels, et al., in J. of Appl. Electrochem., 22:756-764, 1992, attempts to coat mild steel with polyaniline in neutral and basic solutions of water and methanol at between 0.8-1.5 V/SCE yielded non-conductive brown films. In 20 vol. % methanol and 0.13 M sulfuric acid, no films were produced below 0.8 V/SCE an... The reactants are N1C=CC=C1 (pyrrole), S(=O)(=O)([O-])[O-].[Na+].[Na+] (sodium sulfate). Product: CS(=O)(=O)c1ccc(N2CCc3c(OC4CCN(CC(=O)c5ccc(-c6ccccc6)s5)CC4)ncnc32)c(F)c1. The reactants are CC#N, CCN(C(C)C)C(C)C, O=C(CCl)c1ccc(-c2ccccc2)s1, O=C(O)C(F)(F)F, CS(=O)(=O)c1ccc(N2CCc3c(OC4CCNCC4)ncnc32)c(F)c1. Reaction SMILES: [CH3:59][C:60]#[N:61].[CH:35]([N:36]([CH:37]([CH3:38])[CH3:39])[CH2:40][CH3:41])([CH3:42])[CH3:43].[Cl:44][CH2:45][C:46](=[O:47])[c:48]1[s:49][c:50](-[c:53]2[cH:54][cH:55][cH:56][cH:57][cH:58]2)[cH:51][cH:52]1.[F:1][C:2]([F:3])([F:4])[C:5]([OH:6])=[O:7].[F:8][c:9]1[c:10]([N:19]2[CH2:20][CH2:21][c:22]3[c:23]2[n:24][cH:25][n:26][c:27]3[O:28][CH:29]2[CH2:30][CH2:31][NH:32][CH2:33][CH2:34]2)[cH:11][cH:12][c:13]([S:15](=[O:16])(=[O:17])[CH3:18])[cH:14]1>>[F:8][c:9]1[c:10]([N:19]2[CH2:20][CH2:21][c:22]3[c:23]2[n:24][cH:25][n:26][c:27]3[O:28][CH:29]2[CH2:30][CH2:31][N:32]([CH2:45][C:46](=[O:47])[c:48]3[s:49][c:50](-[c:53]4[cH:54][cH:55][cH:56][cH:57][cH:58]4)[cH:51][cH:52]3)[CH2:33][CH2:34]2)[cH:11][cH:12][c:13]([S:15](=[O:16])(=[O:17])[CH3:18])[cH:14]1. Starting materials: C1CCOC1, [Ca+2], [Cl-], [Cl-], O=C(O)CCCCc1ccccc1, NCc1c[nH]cn1. Yields the product O=C(CCCCc1ccccc1)NCc1c[nH]cn1. As a reaction SMILES: [CH2:24]1[O:25][CH2:26][CH2:27][CH2:28]1.[Ca+2:22].[Cl-:21].[Cl-:23].[c:1]1([CH2:7][CH2:8][CH2:9][CH2:10][C:11](=[O:12])[OH:13])[cH:2][cH:3][cH:4][cH:5][cH:6]1.[nH:14]1[cH:15][n:16][c:17]([CH2:19][NH2:20])[cH:18]1>>[c:1]1([CH2:7][CH2:8][CH2:9][CH2:10][C:11](=[O:13])[NH:20][CH2:19][c:17]2[n:16][cH:15][nH:14][cH:18]2)[cH:2][cH:3][cH:4][cH:5][cH:6]1.